This data is from the Open Reaction Database (ORD), a public repository of structured organic reaction records. The task is: describe an organic reaction: reactants, conditions, products, and yield Reactants: CCC(C)CCCCCO, Cc1ccccc1, Cc1ccc(S(=O)(=O)Cl)cc1, c1ccncc1. Yields the product CCC(C)CCCCCOS(=O)(=O)c1ccc(C)cc1. As a reaction SMILES: [CH3:12][CH:13]([CH2:14][CH2:15][CH2:16][CH2:17][CH2:18][OH:19])[CH2:20][CH3:21].[CH3:22][c:23]1[cH:24][cH:25][cH:26][cH:27][cH:28]1.[c:1]1([CH3:11])[cH:2][cH:3][c:4]([S:7](=[O:8])(=[O:9])[Cl:10])[cH:5][cH:6]1.[cH:29]1[cH:30][cH:31][n:32][cH:33][cH:34]1>>[c:1]1([CH3:11])[cH:2][cH:3][c:4]([S:7](=[O:8])(=[O:9])[O:19][CH2:18][CH2:17][CH2:16][CH2:15][CH2:14][CH:13]([CH3:12])[CH2:20][CH3:21])[cH:5][cH:6]1. Starting materials: CC(C)=O, O=C(O)CCCNC(=O)c1ccc(Cl)cc1O, [Na+], [OH-]. Product: [Na+], O=C([O-])CCCNC(=O)c1ccccc1O. Reaction SMILES: [CH3:20][C:21](=[O:22])[CH3:23].[Cl:1][c:2]1[cH:3][c:4]([OH:17])[c:5]([C:6](=[O:7])[NH:8][CH2:9][CH2:10][CH2:11][C:12](=[O:13])[OH:14])[cH:15][cH:16]1.[Na+:19].[OH-:18]>>[Na+:19].[cH:2]1[cH:3][c:4]([OH:17])[c:5]([C:6](=[O:7])[NH:8][CH2:9][CH2:10][CH2:11][C:12](=[O:13])[O-:14])[cH:15][cH:16]1. Procedure: 387 μmol of 3-amino-2-ethoxycarbonylpyrrole hydrochloride, 387 μmol of 5-(5-Methyl-1H-benzimidazol-2-ylsulfanyl)-furan-2-carbaldehyde (obtained from example 108, step 1), 387 μmol of dimedone and 202 μL of N,N-diisopropylethylamine in 1.5 mL of ethanol are poured into a flask suitable for microwave irradiation (Personal Chemistry model Emrys Optimizer instrument). The flask is locked then irradiation is performed at 100° C. during 700 seconds. After cooling down to 20° C., the reaction mixture i... The reactants are Cl.NC1=C(NC=C1)C(=O)OCC (3-amino-2-ethoxycarbonylpyrrole hydrochloride), CC1=CC2=C(NC(=N2)SC2=CC=C(O2)C=O)C=C1 (5-(5-Methyl-1H-benzimidazol-2-ylsulfanyl)-furan-2-carbaldehyde), CC1(CC(=O)CC(=O)C1)C (dimedone), C(C)(C)N(C(C)C)CC (N,N-diisopropylethylamine). Run at temperature 20 celsius, time 700 second. The solvent is C(C)O (ethanol). As a reaction SMILES: Cl.[NH2:2][C:3]1[CH:7]=[CH:6][NH:5][C:4]=1[C:8]([O:10][CH2:11][CH3:12])=[O:9].[CH3:13][C:14]1[CH:30]=[CH:29][C:17]2[NH:18][C:19]([S:21][C:22]3[O:26][C:25]([CH:27]=O)=[CH:24][CH:23]=3)=[N:20][C:16]=2[CH:15]=1.[CH3:31][C:32]1([CH3:40])[CH2:39][C:37](=O)[CH2:36][C:34](=[O:35])[CH2:33]1.C(N(CC)C(C)C)(C)C>C(O)C>[CH2:11]([O:10][C:8]([C:4]1[NH:5][CH:6]=[C:7]2[CH:27]([C:25]3[O:26][C:22]([S:21][C:19]4[NH:18][C:17]5[CH:29]=[CH:30][C:14]([CH3:13])=[CH:15][C:16]=5[N:20]=4)=[CH:23][CH:24]=3)[C:36]3[C:34](=[O:35])[CH2:33][C:32]([CH3:40])([CH3:31])[CH2:39][C:37]=3[NH:2][C:3]=12)=[O:9])[CH3:12] |f:0.1|. The product is C(C)OC(=O)C=1NC=C2C1NC=1CC(CC(C1C2C=2OC(=CC2)SC2=NC1=C(N2)C=CC(=C1)C)=O)(C)C (6,6-Dimethyl-9-[5-(5-methyl-1H-benzimidazol-2-ylsulfanyl)-furan-2-yl]-8-oxo-4,5,6,7,8,9-hexahydro-2H-pyrrolo[3,4-b]quinoline-3-carboxylic acid ethyl ester). The reactants are CCC(=O)C1C(=O)CC(CC(C)Sc2ccc(C(F)(F)F)cc2)CC1=O, CCON, CCN(CC)c1ccccc1, CCOC(C)=O, Cl, O. The product is CCONC(CC)=C1C(=O)CC(CC(C)Sc2ccc(C(F)(F)F)cc2)CC1=O. As a reaction SMILES: [C:1]([CH2:2][CH3:3])(=[O:4])[CH:5]1[C:6](=[O:26])[CH2:7][CH:8]([CH2:12][CH:13]([CH3:14])[S:15][c:16]2[cH:17][cH:18][c:19]([C:22]([F:23])([F:24])[F:25])[cH:20][cH:21]2)[CH2:9][C:10]1=[O:11].[CH2:28]([CH3:29])[O:30][NH2:31].[CH2:32]([N:33]([CH2:34][CH3:35])[c:36]1[cH:37][cH:38][cH:39][cH:40][cH:41]1)[CH3:42].[CH3:44][CH2:45][O:46][C:47](=[O:48])[CH3:49].[ClH:27].[OH2:43]>>[C:1]([CH2:2][CH3:3])(=[C:5]1[C:6](=[O:26])[CH2:7][CH:8]([CH2:12][CH:13]([CH3:14])[S:15][c:16]2[cH:17][cH:18][c:19]([C:22]([F:23])([F:24])[F:25])[cH:20][cH:21]2)[CH2:9][C:10]1=[O:11])[NH:31][O:30][CH2:28][CH3:29]. Reactants: CC(C)O, CC(C)(C)OCC1C(=O)NCCN1C(=O)CC(N)Cc1cc(F)c(F)cc1F, O=P(O)(O)O. The product is CC(C)(C)OCC1C(=O)NCCN1C(=O)CC(N)Cc1cc(F)c(F)cc1F, O=P(O)(O)O. Reaction SMILES: [CH3:34][CH:35]([OH:36])[CH3:37].[NH2:1][CH:2]([CH2:3][C:4](=[O:5])[N:6]1[CH:7]([CH2:13][O:14][C:15]([CH3:16])([CH3:17])[CH3:18])[C:8](=[O:12])[NH:9][CH2:10][CH2:11]1)[CH2:19][c:20]1[c:21]([F:28])[cH:22][c:23]([F:27])[c:24]([F:26])[cH:25]1.[P:29]([OH:30])([OH:31])([OH:32])=[O:33]>>[NH2:1][CH:2]([CH2:3][C:4](=[O:5])[N:6]1[CH:7]([CH2:13][O:14][C:15]([CH3:16])([CH3:17])[CH3:18])[C:8](=[O:12])[NH:9][CH2:10][CH2:11]1)[CH2:19][c:20]1[c:21]([F:28])[cH:22][c:23]([F:27])[c:24]([F:26])[cH:25]1.[P:29](=[O:30])([OH:31])([OH:32])[OH:33]. Reactants: OC1=C(C=CC=2C(N3C(C(NC21)=O)CCC3)=O)C (2,3,5,10,11,11a-hexahydro-9-hydroxy-8-methyl-1H-pyrrolo(2,1-C)(1,4)benzodiazepin-5,11-dione). Solvent: COC(C1=CC=CC=C1)OC (benzaldehyde dimethyl acetal). Product: CC1=C2C3=C(C(N4C(C(N3C(O2)C2=CC=CC=C2)=O)CCC4)=O)C=C1 (6,8,9,10,10a,11-hexahydro-3-methyl-1-phenyl-1H-oxazolo(5,4,3-jk)pyrrolo(2,1-C)(1,4)benzodiazepin-6,11-dione). Isolated yield 176.8%. Reaction SMILES: [OH:1][C:2]1[C:12]2[NH:11][C:10](=[O:13])[CH:9]3[CH2:14][CH2:15][CH2:16][N:8]3[C:7](=[O:17])[C:6]=2[CH:5]=[CH:4][C:3]=1[CH3:18]>COC(OC)C1C=CC=CC=1>[CH3:18][C:3]1[CH:4]=[CH:5][C:6]2[C:7](=[O:17])[N:8]3[CH2:16][CH2:15][CH2:14][CH:9]3[C:10](=[O:13])[N:11]3[CH:18]([C:3]4[CH:4]=[CH:5][CH:6]=[CH:12][CH:2]=4)[O:1][C:2]=1[C:12]=23. Reported procedure: 2.0 g of 2,3,5,10,11,11a-hexahydro-9-hydroxy-8-methyl-1H-pyrrolo(2,1-C)(1,4)benzodiazepin-5,11-dione was admixed with 300 ml of benzaldehyde dimethyl acetal and heated at 190° to 200° C. for 2 hours with stirring under a stream of nitrogen gas. The liquid reaction mixture was concentrated at 130° to 150° C. under reduced pressure. The concentrate was dissolved in a small quantity of chloroform, passed through a silica gel chromatographic column and eluted with ether. Thus, there was obtained 2.4...